Dataset: the Open Reaction Database (ORD), a public repository of structured organic reaction records. Task: describe an organic reaction: reactants, conditions, products, and yield Reactants: FC1=CC=C(C=C1)C(C(=O)N1CCN(CC1)CCCCC1=CC=CC2=CC=CC=C12)C=1CCN(CC1)C (4-{1-(4-Fluorophenyl)-2-[4-(4-naphthalen-1-yl-butyl)piperazin-1-yl]-2-oxoethyl}-1-methyl-3,6-dihydro-2H-pyridine), [H-].[Al+3].[Li+].[H-].[H-].[H-] (lithium aluminum hydride). The solvent is O1CCCC1 (tetrahydrofuran), CCOCC (ether), N (ammonia). Reaction conditions: temperature 50 celsius, time 15 minute. The product is FC1=CC=C(C=C1)C(CN1CCN(CC1)CCCCC1=CC=CC2=CC=CC=C12)C=1CCN(CC1)C (1-[2-(4-fluorophenyl)-2-(1-methyl-1,2,3,6-tetrahydropyridin-4-yl)ethyl]-4-(4-naphthalen-1-yl-butyl)piperazine). Yield: 41.2%. As a reaction SMILES: [F:1][C:2]1[CH:7]=[CH:6][C:5]([CH:8]([C:31]2[CH2:32][CH2:33][N:34]([CH3:37])[CH2:35][CH:36]=2)[C:9]([N:11]2[CH2:16][CH2:15][N:14]([CH2:17][CH2:18][CH2:19][CH2:20][C:21]3[C:30]4[C:25](=[CH:26][CH:27]=[CH:28][CH:29]=4)[CH:24]=[CH:23][CH:22]=3)[CH2:13][CH2:12]2)=O)=[CH:4][CH:3]=1.[H-].[Al+3].[Li+].[H-].[H-].[H-]>O1CCCC1.CCOCC.N>[F:1][C:2]1[CH:3]=[CH:4][C:5]([CH:8]([C:31]2[CH2:32][CH2:33][N:34]([CH3:37])[CH2:35][CH:36]=2)[CH2:9][N:11]2[CH2:12][CH2:13][N:14]([CH2:17][CH2:18][CH2:19][CH2:20][C:21]3[C:30]4[C:25](=[CH:26][CH:27]=[CH:28][CH:29]=4)[CH:24]=[CH:23][CH:22]=3)[CH2:15][CH2:16]2)=[CH:6][CH:7]=1 |f:1.2.3.4.5.6|. Procedure details: 0.25 g of 4-{1-(4-Fluorophenyl)-2-[4-(4-naphthalen-1-yl-butyl)piperazin-1-yl]-2-oxoethyl}-1-methyl-3,6-dihydro-2H-pyridine was dissolved in 3 ml of tetrahydrofuran, and 18 mg of lithium aluminum hydride was added, followed by stirring at 50° C. for 15 minutes. The reaction solution was cooled to room temperature and diluted with ether, and 25% aqueous ammonia solution was added dropwise. The precipitate was removed by Celite filtration, the filtrate was concentrated under reduced pressure, and t... The reactants are CC(C)(C)OC(=O)NC1CCCCC1C(=O)N1CCC(O)(c2ccc(Cl)cc2)C(C)(C)C1, Cl, C1COCCO1. Yields the product CC1(C)CN(C(=O)C2CCCCC2N)CCC1(O)c1ccc(Cl)cc1, Cl. RXN SMILES: [Cl:1][c:2]1[cH:3][cH:4][c:5]([C:8]2([OH:32])[C:9]([CH3:30])([CH3:31])[CH2:10][N:11]([C:14](=[O:15])[CH:16]3[CH:17]([NH:22][C:23](=[O:24])[O:25][C:26]([CH3:27])([CH3:28])[CH3:29])[CH2:18][CH2:19][CH2:20][CH2:21]3)[CH2:12][CH2:13]2)[cH:6][cH:7]1.[ClH:33].[O:34]1[CH2:35][CH2:36][O:37][CH2:38][CH2:39]1>>[Cl:1][c:2]1[cH:3][cH:4][c:5]([C:8]2([OH:32])[C:9]([CH3:30])([CH3:31])[CH2:10][N:11]([C:14](=[O:15])[CH:16]3[CH:17]([NH2:22])[CH2:18][CH2:19][CH2:20][CH2:21]3)[CH2:12][CH2:13]2)[cH:6][cH:7]1.[ClH:33]. The reactants are BrC1=CC=C(C=C1)C(CN1CCCC1)N(C(CN1C(COC2=C1C=C(C(=C2)Cl)Cl)=O)=O)C (N-[1-(4-bromophenyl)-2-(1-pyrrolidinyl)ethyl]-2-(6,7-dichloro-3-oxo-2,3-dihydro-4H-1,4-benzoxazin-4-yl)-N-methylacetamide), COC=1C=C(C=CC1OC)B(O)O (3,4-dimethoxyphenylboronic acid), C(=O)([O-])[O-].[Na+].[Na+] (Na2CO3), resultant mixture, aqueous solution. The reagents and catalysts are C1=CC=C(C=C1)P([C-]2C=CC=C2)C3=CC=CC=C3.C1=CC=C(C=C1)P([C-]2C=CC=C2)C3=CC=CC=C3.Cl[Pd]Cl.[Fe+2] (Pd(dppf)Cl2). The solvent is CN(C)C=O (DMF). Run at time 15 minute. The product is COC=1C=C(C=CC1OC)C1=CC=C(C=C1)C(CN1CCCC1)N(C(CN1C(COC2=C1C=C(C(=C2)Cl)Cl)=O)=O)C (N-[1-[3′,4′-bis(methyloxy)-4-biphenylyl]-2-(1-pyrrolidinyl)ethyl]-2-(6,7-dichloro-3-oxo-2,3-dihydro-4H-1,4-benzoxazin-4-yl)-N-methylacetamide). Isolated yield 38.7%. RXN SMILES: Br[C:2]1[CH:7]=[CH:6][C:5]([CH:8]([N:15]([CH3:32])[C:16](=[O:31])[CH2:17][N:18]2[C:23]3[CH:24]=[C:25]([Cl:29])[C:26]([Cl:28])=[CH:27][C:22]=3[O:21][CH2:20][C:19]2=[O:30])[CH2:9][N:10]2[CH2:14][CH2:13][CH2:12][CH2:11]2)=[CH:4][CH:3]=1.[CH3:33][O:34][C:35]1[CH:36]=[C:37](B(O)O)[CH:38]=[CH:39][C:40]=1[O:41][CH3:42].C([O-])([O-])=O.[Na+].[Na+]>CN(C=O)C.C1C=CC(P(C2C=CC=CC=2)[C-]2C=CC=C2)=CC=1.C1C=CC(P(C2C=CC=CC=2)[C-]2C=CC=C2)=CC=1.Cl[Pd]Cl.[Fe+2]>[CH3:33][O:34][C:35]1[CH:36]=[C:37]([C:2]2[CH:7]=[CH:6][C:5]([CH:8]([N:15]([CH3:32])[C:16](=[O:31])[CH2:17][N:18]3[C:23]4[CH:24]=[C:25]([Cl:29])[C:26]([Cl:28])=[CH:27][C:22]=4[O:21][CH2:20][C:19]3=[O:30])[CH2:9][N:10]3[CH2:11][CH2:12][CH2:13][CH2:14]3)=[CH:4][CH:3]=2)[CH:38]=[CH:39][C:40]=1[O:41][CH3:42] |f:2.3.4,6.7.8.9|. Reported procedure: To a solution of N-[1-(4-bromophenyl)-2-(1-pyrrolidinyl)ethyl]-2-(6,7-dichloro-3-oxo-2,3-dihydro-4H-1,4-benzoxazin-4-yl)-N-methylacetamide (70 mg, 0.13 mmol) and 3,4-dimethoxyphenylboronic acid (26 mg, 0.14 mmol) in DMF (1 mL) was added Pd(dppf)Cl2 (5.3 mg, 0.0065 mmol) followed by a 2M aqueous solution of Na2CO3 (0.26 mL, 0.52 mmol). The resultant mixture was stirred at 80° C. for 16 h. The mixture was filtered through a 0.45 um polypropylene filter and purified by Gilson Preparation HPLC (Xter... Reactants: oxide, ClC1=C(C(=CC=C1)C)NC(=S)NC1=NC=NC2=CC(=C(C=C12)OC)OCC1CCN(CC1)C (1-(2-chloro-6-methylphenyl)-3-[6-methoxy-7-(N-methylpiperidin-4-ylmethoxy)quinazolin-4-yl]thiourea), NCCO (2-aminoethanol), C(Cl)(Cl)Cl (chloroform), resultant mixture. Solvent: CO (methanol). Product: ClC1=C(C(=CC=C1)C)NC(=NC1=NC=NC2=CC(=C(C=C12)OC)OCC1CCN(CC1)C)NCCO (N-(2-chloro-6-methylphenyl)-N′-(2-hydroxyethyl)-N″-[6-methoxy-7-(N-methylpiperidin-4-ylmethoxy)quinazolin-4-yl]guanidine). Reaction SMILES: [Cl:1][C:2]1[CH:7]=[CH:6][CH:5]=[C:4]([CH3:8])[C:3]=1[NH:9][C:10]([NH:12][C:13]1[C:22]2[C:17](=[CH:18][C:19]([O:25][CH2:26][CH:27]3[CH2:32][CH2:31][N:30]([CH3:33])[CH2:29][CH2:28]3)=[C:20]([O:23][CH3:24])[CH:21]=2)[N:16]=[CH:15][N:14]=1)=S.[NH2:34][CH2:35][CH2:36][OH:37].C(Cl)(Cl)Cl>CO>[Cl:1][C:2]1[CH:7]=[CH:6][CH:5]=[C:4]([CH3:8])[C:3]=1[NH:9][C:10]([NH:34][CH2:35][CH2:36][OH:37])=[N:12][C:13]1[C:22]2[C:17](=[CH:18][C:19]([O:25][CH2:26][CH:27]3[CH2:32][CH2:31][N:30]([CH3:33])[CH2:29][CH2:28]3)=[C:20]([O:23][CH3:24])[CH:21]=2)[N:16]=[CH:15][N:14]=1. Procedure: Mercuric(II) oxide (0.107 g) was added to a mixture of 1-(2-chloro-6-methylphenyl)-3-[6-methoxy-7-(N-methylpiperidin-4-ylmethoxy)quinazolin-4-yl]thiourea (0.118 g), 2-aminoethanol (0.03 ml), chloroform (5 ml) and methanol (5 ml) and the resultant mixture was stirred at ambient temperature for 2 hours. The reaction mixture was filtered and the filtrate was evaporated. The residue was purified by column chromatography on silica using increasingly polar mixtures of methylene chloride and a 2M solut...